From a dataset of the Open Reaction Database (ORD), a public repository of structured organic reaction records. describe an organic reaction: reactants, conditions, products, and yield Reactants: CC(C)(C)[O-], N#CCOc1ccc(Cl)cc1, Cl, [K+], O=[N+]([O-])c1ccc2c(c1)OC(CO)CO2, CN(C)C=O, O. Yields the product N#CCc1c([N+](=O)[O-])ccc2c1OC(CO)CO2. As a reaction SMILES: [CH3:27][C:28]([CH3:29])([O-:30])[CH3:31].[Cl:16][c:17]1[cH:18][cH:19][c:20]([O:21][CH2:22][C:23]#[N:24])[cH:25][cH:26]1.[ClH:33].[K+:32].[N+:1](=[O:2])([O-:3])[c:4]1[cH:5][cH:6][c:7]2[c:8]([cH:15]1)[O:9][CH:10]([CH2:13][OH:14])[CH2:11][O:12]2.[O:34]=[CH:35][N:36]([CH3:37])[CH3:38].[OH2:39]>>[N+:1](=[O:2])([O-:3])[c:4]1[cH:5][cH:6][c:7]2[c:8]([c:15]1[CH2:22][C:23]#[N:24])[O:9][CH:10]([CH2:13][OH:14])[CH2:11][O:12]2. Reactants: COC=1C(=C(CC=2C=CC(=C(C(=O)OC)C2)OS(=O)(=O)C(F)(F)F)C(=C(C1OC)OC)OC)C (methyl 5-(3,4,5,6-tetramethoxy-2-methylbenzyl)-2-(trifluoromethanesulfonyl)oxybenzoate), tetrakistriphenylphosphine palladium, C([O-])([O-])=O.[Na+].[Na+] (sodium carbonate), [Cl-].[Li+] (lithium chloride), COC1=C(C=CC=C1)B(O)O (2-methoxybenzene boronic acid). Solvent: C(C)(=O)OCC (ethyl acetate), C1(=CC=CC=C1)C (toluene). Conditions: temperature 95 celsius, time 16 hour. Yields the product COC=1C(=C(CC=2C=CC(=C(C(=O)OC)C2)C2=C(C=CC=C2)OC)C(=C(C1OC)OC)OC)C (Methyl 5-(3,4,5,6-tetramethoxy-2-methylbenzyl)-2-(2-methoxyphenyl)benzoate). The yield is 97.4%. Reaction SMILES: [CH3:1][O:2][C:3]1[C:4]([CH3:34])=[C:5]([C:25]([O:32][CH3:33])=[C:26]([O:30][CH3:31])[C:27]=1[O:28][CH3:29])[CH2:6][C:7]1[CH:8]=[CH:9][C:10](OS(C(F)(F)F)(=O)=O)=[C:11]([CH:16]=1)[C:12]([O:14][CH3:15])=[O:13].C(=O)([O-])[O-].[Na+].[Na+].[Cl-].[Li+].[CH3:43][O:44][C:45]1[CH:50]=[CH:49][CH:48]=[CH:47][C:46]=1B(O)O>C1(C)C=CC=CC=1.C(OCC)(=O)C>[CH3:1][O:2][C:3]1[C:4]([CH3:34])=[C:5]([C:25]([O:32][CH3:33])=[C:26]([O:30][CH3:31])[C:27]=1[O:28][CH3:29])[CH2:6][C:7]1[CH:8]=[CH:9][C:10]([C:46]2[CH:47]=[CH:48][CH:49]=[CH:50][C:45]=2[O:44][CH3:43])=[C:11]([CH:16]=1)[C:12]([O:14][CH3:15])=[O:13] |f:1.2.3,4.5|. Procedure: To a solution of methyl 5-(3,4,5,6-tetramethoxy-2-methylbenzyl)-2-(trifluoromethanesulfonyl)oxybenzoate (1.50 g, 2.9527 mmol) in toluene (40 ml) were added tetrakistriphenylphosphine palladium (205 mg, 0.1774 mmol), aqueous solution of sodium carbonate (2M aqueous solution, 4.58 ml), lithium chloride (300 mg, 7.0771 mmol) and ethanolic solution (7.2 ml) of 2-methoxybenzene boronic acid (1.34 g, 8.8186 mmol) and the mixture was heated with stirring at 95° C. for 16 hours. The reaction solution wa... Reactants: CCO, O=c1c(Cl)c(Cl)cnn1CCCO, [K+], [OH-], O. Product: O=c1c(Cl)c(O)cnn1CCCO. As a reaction SMILES: [CH3:17][CH2:18][OH:19].[Cl:2][c:3]1[c:4](=[O:14])[n:5]([CH2:10][CH2:11][CH2:12][OH:13])[n:6][cH:7][c:8]1[Cl:9].[K+:16].[OH-:15].[OH2:1]>>[OH:1][c:8]1[c:3]([Cl:2])[c:4](=[O:14])[n:5]([CH2:10][CH2:11][CH2:12][OH:13])[n:6][cH:7]1. Reactants: CC(C)(C)[Si](C)(C)Cl, COc1ccc(C=Nc2cc(F)cc3c2ccc(=O)n3[Si](C)(C)C(C)(C)C)c(Cl)c1F, [Li]CCCC, C1CCOC1, CCCCCC, CCOCC, COc1ccc(C=Nc2cc(F)cc3[nH]c(=O)ccc23)c(Cl)c1F, FC(F)(F)C1CO1, [H-], [Na+]. Product: COc1ccc(C(Nc2cc(F)cc3[nH]c(=O)ccc23)C2(C(F)(F)F)CO2)c(Cl)c1F. As a reaction SMILES: [C:27]([Si:28]([Cl:29])([CH3:30])[CH3:31])([CH3:32])([CH3:33])[CH3:34].[C:47]([Si:48]([CH3:49])([CH3:50])[n:51]1[c:52]2[c:53]([c:54]([N:55]=[CH:56][c:57]3[cH:58][cH:59][c:60]([O:61][CH3:62])[c:63]([F:64])[c:65]3[Cl:66])[cH:67][c:68]([F:69])[cH:70]2)[cH:71][cH:72][c:73]1=[O:74])([CH3:75])([CH3:76])[CH3:77].[CH2:42]([Li:43])[CH2:44][CH2:45][CH3:46].[CH2:78]1[O:79][CH2:80][CH2:81][CH2:82]1.[CH3:83][CH2:84][CH2:85][CH2:86][CH2:87][CH3:88].[CH3:89][CH2:90][O:91][CH2:92][CH3:93].[Cl:3][c:4]1[c:5]([CH:13]=[N:14][c:15]2[c:16]3[cH:17][cH:18][c:19](=[O:26])[nH:20][c:21]3[cH:22][c:23]([F:25])[cH:24]2)[cH:6][cH:7][c:8]([O:11][CH3:12])[c:9]1[F:10].[F:35][C:36]([CH:37]1[CH2:38][O:39]1)([F:40])[F:41].[H-:2].[Na+:1]>>[Cl:3][c:4]1[c:5]([CH:13]([NH:14][c:15]2[c:16]3[cH:17][cH:18][c:19](=[O:26])[nH:20][c:21]3[cH:22][c:23]([F:25])[cH:24]2)[C:37]2([C:36]([F:35])([F:40])[F:41])[CH2:38][O:39]2)[cH:6][cH:7][c:8]([O:11][CH3:12])[c:9]1[F:10]. The reactants are C(=O)([O-])[O-].[Na+].[Na+] (Na2CO3), N(=O)[O-].[Na+] (NaNO2), ClC1=CC(=C(N)C(=C1)N1CCN(CC1)C)CS(=O)(=O)C1=CC=C(C=C1)F (4-chloro-2-{[(4-fluorophenyl)sulfonyl]methyl}-6-(4-methylpiperazin-1-yl)aniline). The solvent is O (water), Cl (HCl). Product: ClC=1C=C2C(=NNC2=C(C1)N1CCN(CC1)C)S(=O)(=O)C1=CC=C(C=C1)F (5-Chloro-3[(4-fluorophenyl)sulfonyl]-7-(4-methylpiperazin-1-yl)-1H-indazole). RXN SMILES: [N:1]([O-])=O.[Na+].[Cl:5][C:6]1[CH:12]=[C:11]([N:13]2[CH2:18][CH2:17][N:16]([CH3:19])[CH2:15][CH2:14]2)[C:9]([NH2:10])=[C:8]([CH2:20][S:21]([C:24]2[CH:29]=[CH:28][C:27]([F:30])=[CH:26][CH:25]=2)(=[O:23])=[O:22])[CH:7]=1.C([O-])([O-])=O.[Na+].[Na+]>O.Cl>[Cl:5][C:6]1[CH:7]=[C:8]2[C:9](=[C:11]([N:13]3[CH2:14][CH2:15][N:16]([CH3:19])[CH2:17][CH2:18]3)[CH:12]=1)[NH:10][N:1]=[C:20]2[S:21]([C:24]1[CH:29]=[CH:28][C:27]([F:30])=[CH:26][CH:25]=1)(=[O:22])=[O:23] |f:0.1,3.4.5|. Procedure details: A solution of NaNO2 (22.0 mg) in water at 0° C. is treated dropwise with a solution of 4-chloro-2-{[(4-fluorophenyl)sulfonyl]methyl}-6-(4-methylpiperazin-1-yl)aniline (102.2 mg, 0.25 mmol) in 1M HCl, allowed to warm to room temperature over a 2 h period, treated with saturated Na2CO3 to pH>10 and filtered. The filtercake is washed with water and dried in vacuo to give the title compound, identified by mass spectral and NMR analyses. Reactants: CCOC(=O)C(CCCCl)C(=O)c1ccccc1, Clc1ccccc1, NCCc1c[nH]c2ccccc12, O. The product is CCOC(=O)C1=C(c2ccccc2)N(CCc2c[nH]c3ccccc23)CCC1. As a reaction SMILES: [C:13]([c:14]1[cH:15][cH:16][cH:17][cH:18][cH:19]1)([CH:21]([C:22](=[O:23])[O:24][CH2:25][CH3:26])[CH2:27][CH2:28][CH2:29][Cl:20])=[O:30].[Cl:31][c:32]1[cH:33][cH:34][cH:35][cH:36][cH:37]1.[NH2:1][CH2:2][CH2:3][c:4]1[cH:5][nH:6][c:7]2[cH:8][cH:9][cH:10][cH:11][c:12]12.[OH2:38]>>[N:1]1([CH2:2][CH2:3][c:4]2[cH:5][nH:6][c:7]3[cH:8][cH:9][cH:10][cH:11][c:12]23)[C:13]([c:14]2[cH:15][cH:16][cH:17][cH:18][cH:19]2)=[C:21]([C:22](=[O:23])[O:24][CH2:25][CH3:26])[CH2:27][CH2:28][CH2:29]1. The reactants are CO (methanol), Cl (HCl), COC1=CC=C(C=C1)CN ((4-Methoxyphenyl) methanamine), C1(OCCC=2C1=CN=CC2)=O (3,4-dihydro-1H-pyrano[3,4-c]pyridin-1-one). The solvent is C1CCOC1 (THF), C(Cl)(Cl)Cl (CHCl3). Reaction conditions: temperature 0 celsius. Yields the product OCCC1=CC=NC=C1C(=O)NCC1=CC=C(C=C1)OC (4-(2-hydroxyethyl)-N-(4-methoxybenzyl)nicotinamide). Yield: 103.4%. As a reaction SMILES: [CH3:1][O:2][C:3]1[CH:8]=[CH:7][C:6]([CH2:9][NH2:10])=[CH:5][CH:4]=1.[C:11]1(=[O:21])[C:16]2=[CH:17][N:18]=[CH:19][CH:20]=[C:15]2[CH2:14][CH2:13][O:12]1.CO.Cl>C1COCC1.C(Cl)(Cl)Cl>[OH:12][CH2:13][CH2:14][C:15]1[C:16]([C:11]([NH:10][CH2:9][C:6]2[CH:7]=[CH:8][C:3]([O:2][CH3:1])=[CH:4][CH:5]=2)=[O:21])=[CH:17][N:18]=[CH:19][CH:20]=1. Procedure: (4-Methoxyphenyl) methanamine (6.57 mL, 50.676 mmol) was added to a solution of 3,4-dihydro-1H-pyrano[3,4-c]pyridin-1-one (I-65c: 750 mg, 5.068 mmol) in THF (15 mL) and the resulting reaction mass was refluxed for 48 hours. The reaction was monitored by TLC (10% methanol in CHCl3). The reaction mass was cooled to 0° C., neutralized with 1N HCl and extracted using DCM. The organic layer was dried over anhydrous Na2SO4 and concentrated under reduced pressure to afford 1.5 g of the product.